This data is from the Open Reaction Database (ORD), a public repository of structured organic reaction records. The task is: describe an organic reaction: reactants, conditions, products, and yield Reactants: [Br-], O=C([O-])[O-], CC[N+](CC)(CC)Cc1ccccc1, CC#N, CCI, [K+], [K+], CC(C)(C)OC(=O)NN1C(=O)c2ccccc2C1=O, O. The product is CCN(C(=O)OC(C)(C)C)N1C(=O)c2ccccc2C1=O. RXN SMILES: [Br-:29].[C:23](=[O:24])([O-:25])[O-:26].[CH2:30]([N+:31]([CH2:32][CH3:33])([CH2:34][CH3:35])[CH2:36][CH3:37])[c:38]1[cH:39][cH:40][cH:41][cH:42][cH:43]1.[CH3:44][C:45]#[N:46].[I:20][CH2:21][CH3:22].[K+:27].[K+:28].[O:1]=[C:2]1[N:3]([NH:12][C:13]([O:14][C:15]([CH3:16])([CH3:17])[CH3:18])=[O:19])[C:4](=[O:11])[c:5]2[cH:6][cH:7][cH:8][cH:9][c:10]21.[OH2:47]>>[O:1]=[C:2]1[N:3]([N:12]([C:13]([O:14][C:15]([CH3:16])([CH3:17])[CH3:18])=[O:19])[CH2:21][CH3:22])[C:4](=[O:11])[c:5]2[cH:6][cH:7][cH:8][cH:9][c:10]21.